Dataset: the Open Reaction Database (ORD), a public repository of structured organic reaction records. Task: describe an organic reaction: reactants, conditions, products, and yield Starting materials: COc1ccc(C=CC(=O)O)cc1OC, O=C(Cl)C(=O)Cl, CN(C)C=O, C1CCOC1. Product: COc1ccc(C=CC(=O)Cl)cc1OC. Reaction SMILES: [CH3:1][O:2][c:3]1[cH:4][c:5]([CH:6]=[CH:7][C:8](=[O:9])[OH:10])[cH:11][cH:12][c:13]1[O:14][CH3:15].[Cl:21][C:22]([C:23]([Cl:24])=[O:25])=[O:26].[O:16]=[CH:17][N:18]([CH3:19])[CH3:20].[O:27]1[CH2:28][CH2:29][CH2:30][CH2:31]1>>[CH3:1][O:2][c:3]1[cH:4][c:5]([CH:6]=[CH:7][C:8](=[O:9])[Cl:21])[cH:11][cH:12][c:13]1[O:14][CH3:15]. RXN SMILES: [Br:1][C:2]1[CH:7]=[CH:6][C:5]([NH:8][S:9]([CH3:11])=[O:10])=[CH:4][CH:3]=1.[CH:12]1([NH2:15])[CH2:14][CH2:13]1>>[Br:1][C:2]1[CH:7]=[CH:6][C:5]([NH:8][S:9]([CH3:11])(=[N:15][CH:12]2[CH2:14][CH2:13]2)=[O:10])=[CH:4][CH:3]=1. Product: BrC1=CC=C(C=C1)NS(=O)(=NC1CC1)C (N-(4-Bromophenyl)-N′-cyclopropyl-methanesulfonimidamide). The reactants are BrC1=CC=C(C=C1)NS(=O)C (N-(4-bromophenyl)methanesulfinamide), C1(CC1)N (cyclopropylamine), Intermediate 3. Reported procedure: The title compound is prepared from N-(4-bromophenyl)methanesulfinamide and cyclopropylamine following a procedure analogous to that described for Intermediate 3 (Step 2). LC (method 1): tR=0.93 min; Mass spectrum (ESI+): m/z=289, 291 [M+H]+. Reactants: Cl (hydrogen chloride), C[C@](N)(CC1=CC=C(C=C1)O)C(=O)O (α-methyl-L-tyrosine), CO (methanol). Reaction conditions: time 48 hour. The product is Cl.COC([C@@](N)(CC1=CC=C(C=C1)O)C)=O (α-Methyl-L-tyrosine methyl ester hydrochloride). Yield: 100.0%. As a reaction SMILES: [ClH:1].[CH3:2][C@@:3]([C:13]([OH:15])=[O:14])([CH2:5][C:6]1[CH:11]=[CH:10][C:9]([OH:12])=[CH:8][CH:7]=1)[NH2:4].[CH3:16]O>>[ClH:1].[CH3:16][O:14][C:13](=[O:15])[C@:3]([CH3:2])([CH2:5][C:6]1[CH:11]=[CH:10][C:9]([OH:12])=[CH:8][CH:7]=1)[NH2:4] |f:3.4|. Procedure details: Anhydrous hydrogen chloride was bubbled through a solution of α-methyl-L-tyrosine (1 g, 5.13 mmol) in methanol (100 ml) for a few minutes and the solution stirred at room temeprature for 48 h. The solvent was evaporated in vacuo and the residue freeze dried from a mixture of methanol and water to give the title compound as a white powder (1.28 g, 100%); δH (CD3OD) 7.00 (2H, d, J 8.6 Hz, ArH), 6.78 (2H, d, J 8.6 Hz, ArH), 3.82 (3H, s, CO2CH3), 3.19 (1H, d, J 14.3 Hz, CHAHBAr), 3.01 (1H, d, J 14.3...